The task is: describe an organic reaction: reactants, conditions, products, and yield. This data is from the Open Reaction Database (ORD), a public repository of structured organic reaction records. The reactants are COC(C1=C(N=C(C=C1)COC)N)=O (2-amino-6-methoxymethyl-nicotinic acid methyl ester), [H-].[Al+3].[Li+].[H-].[H-].[H-] (lithium aluminum hydride), O1CCCC1 (tetrahydrofuran), N (ammonia). Conditions: time 20 minute. The product is NC1=NC=CC(=C1CO)COC ((2-Amino-methoxymethyl-pyridin-3-yl)methanol). The yield is 100.0%. As a reaction SMILES: [H-].[Al+3].[Li+].[H-].[H-].[H-].CO[C:9](=[O:20])[C:10]1[CH:15]=[CH:14][C:13](COC)=[N:12][C:11]=1[NH2:19].N.[O:22]1[CH2:26]CC[CH2:23]1>>[NH2:19][C:11]1[C:10]([CH2:9][OH:20])=[C:15]([CH2:23][O:22][CH3:26])[CH:14]=[CH:13][N:12]=1 |f:0.1.2.3.4.5|. Reported procedure: To a mixture of lithium aluminum hydride (80%, 220 mg, 4.6 mmol) and tetrahydrofuran (5 mL) was added 2-amino-6-methoxymethyl-nicotinic acid methyl ester (300 mg, 1.5 mmol) described in Manufacturing Example 26-1-4 at 0° C., which was stirred for 20 minutes at the same temperature. An aqueous 28% ammonia solution was added dropwise to the reaction mixture at 0° C. The mixture was warmed to room temperature and filtered. The filtrate was concentrated under a reduced pressure to obtain the title c... Reactants: COCOC=1C=C(C=O)C=CC1OCOC (3,4-Bis-methoxymethoxy-benzaldehyde), S1C(NC(C1)=O)=O (thiazolidine-2,4-dione), C(C1=CC=CC=C1)(=O)O (benzoic acid), N1CCCCC1 (piperidine). Solvent: CCCCCC (hexane), C1(=CC=CC=C1)C (toluene). Run at time 2 minute. Product: COCOC=1C=C(C=C2C(NC(S2)=O)=O)C=CC1OCOC (5-(3,4-Bis-methoxymethoxy-benzylidene)-thiazolidine-2,4-dione), solid. The yield is 92.0%. Reaction SMILES: [CH3:1][O:2][CH2:3][O:4][C:5]1[CH:6]=[C:7]([CH:10]=[CH:11][C:12]=1[O:13][CH2:14][O:15][CH3:16])[CH:8]=O.[S:17]1[CH2:21][C:20](=[O:22])[NH:19][C:18]1=[O:23].C(O)(=O)C1C=CC=CC=1.N1CCCCC1>C1(C)C=CC=CC=1.CCCCCC>[CH3:1][O:2][CH2:3][O:4][C:5]1[CH:6]=[C:7]([CH:10]=[CH:11][C:12]=1[O:13][CH2:14][O:15][CH3:16])[CH:8]=[C:21]1[S:17][C:18](=[O:23])[NH:19][C:20]1=[O:22]. Reported procedure: A mixture of 3,4-Bis-methoxymethoxy-benzaldehyde (5 mmol), thiazolidine-2,4-dione (5 mmol), benzoic acid (0.5 mmol), and piperidine (0.5 mmol) in toluene (150 mL) was heated to reflux for 15 h. Upon cooling, to the reaction mixture was added hexane (50 mL). The resulting suspension was gently stirred for 2 min and then allowed to settle. It was then filtrated and the solid was washed with cold benzene. 5-(3,4-Bis-methoxymethoxy-benzylidene)-thiazolidine-2,4-dione was obtained as a yellow solid (... The reactants are BrN1C(CCC1=O)=O (1-bromopyrrolidine-2,5-dione), C1(=CC=CC=C1)C(=O)OOC(C1=CC=CC=C1)=O (benzoyl benzenecarboperoxoate), CC1=NC2=CC=CC=C2N=C1 (2-methylquinoxaline). Run in C(Cl)(Cl)(Cl)Cl (CCl4). Run at time 8 hour. Product: BrCC1=NC2=CC=CC=C2N=C1 (2-(bromomethyl)quinoxaline). Yield: 46.4%. As a reaction SMILES: [CH3:1][C:2]1[CH:11]=[N:10][C:9]2[C:4](=[CH:5][CH:6]=[CH:7][CH:8]=2)[N:3]=1.[Br:12]N1C(=O)CCC1=O.C1(C(OOC(=O)C2C=CC=CC=2)=O)C=CC=CC=1>C(Cl)(Cl)(Cl)Cl>[Br:12][CH2:1][C:2]1[CH:11]=[N:10][C:9]2[C:4](=[CH:5][CH:6]=[CH:7][CH:8]=2)[N:3]=1. Procedure: 2-methylquinoxaline (1 g, 6.9 mmol) was dissolved in CCl4 (15 mL), and then 1-bromopyrrolidine-2,5-dione (1.8 g, 10.4 mmol) and benzoyl benzenecarboperoxoate (1.0 g, 4.2 mmol) were added. The mixture was stirred overnight at reflux. The solids were removed by filtration. The filtrate was washed with brine and dried over sodium sulfate. After evaporation of the solvent, the residue was dissolved in DCM and purified on silica gel using 40% hexane/AcOEt to afford 2-(bromomethyl)quinoxaline (714 mg,... Reactants: C([O-])(O)=O.[Na+] (sodium bicarbonate), FC1=CC=C(C=C1)C1=NN2C(NNCC2)=C1C1=CC=NC=C1 (7-(4-fluorophenyl)-8-(pyridin-4-yl)-1,2,3,4-tetrahydropyrazolo[5,1-c][1,2,4]triazine), C(#N)[BH3-].[Na+] (sodium cyanoborohydride), Cl (hydrochloric acid), CC(=O)C (acetone). Procedure: To a mixture of 7-(4-fluorophenyl)-8-(pyridin-4-yl)-1,2,3,4-tetrahydropyrazolo[5,1-c][1,2,4]triazine (89 mg) and sodium cyanoborohydride (63 mg) in methanol (1 ml) was added acetone (0.1 ml) with ice cooling. The pH of the mixture was adjusted to 3 to 4 with 1N hydrochloric acid and the solution was stirred at 4° C. for 30 minutes. Then, the solution was neutralized with an aqueous saturated sodium bicarbonate solution and poured into cold water. The separated oil was extracted with ethyl acetat... Reaction SMILES: [F:1][C:2]1[CH:7]=[CH:6][C:5]([C:8]2[C:16]([C:17]3[CH:22]=[CH:21][N:20]=[CH:19][CH:18]=3)=[C:11]3[NH:12][NH:13][CH2:14][CH2:15][N:10]3[N:9]=2)=[CH:4][CH:3]=1.C([BH3-])#N.[Na+].Cl.C(=O)(O)[O-].[Na+].[CH3:33][C:34]([CH3:36])=O>CO.O>[F:1][C:2]1[CH:7]=[CH:6][C:5]([C:8]2[C:16]([C:17]3[CH:22]=[CH:21][N:20]=[CH:19][CH:18]=3)=[C:11]3[NH:12][N:13]([CH:34]([CH3:36])[CH3:33])[CH2:14][CH2:15][N:10]3[N:9]=2)=[CH:4][CH:3]=1 |f:1.2,4.5|. The product is FC1=CC=C(C=C1)C1=NN2C(NN(CC2)C(C)C)=C1C1=CC=NC=C1 (7-(4-fluorophenyl)-2-isopropyl-8-(pyridin-4-yl)-1,2,3,4-tetrahydropyrazolo[5,1-c][1,2,4]triazine). The solvent is O (water), CO (methanol). Conditions: temperature 4 celsius, time 30 minute. Starting materials: O=C([O-])[O-], CC(C)(C)C(=O)n1ncc2cc(NC3C4CCC3N(Cc3ccccc3)C4)ccc21, CO, [K+], [K+]. The product is c1ccc(CN2CC3CCC2C3Nc2ccc3[nH]ncc3c2)cc1. Reaction SMILES: [C:31](=[O:32])([O-:33])[O-:34].[CH2:1]([c:2]1[cH:3][cH:4][cH:5][cH:6][cH:7]1)[N:8]1[CH:9]2[CH2:10][CH2:11][CH:12]([CH2:13]1)[CH:14]2[NH:15][c:16]1[cH:17][c:18]2[cH:19][n:20][n:21]([C:25](=[O:26])[C:27]([CH3:28])([CH3:29])[CH3:30])[c:22]2[cH:23][cH:24]1.[CH3:37][OH:38].[K+:35].[K+:36]>>[CH2:1]([c:2]1[cH:3][cH:4][cH:5][cH:6][cH:7]1)[N:8]1[CH:9]2[CH2:10][CH2:11][CH:12]([CH2:13]1)[CH:14]2[NH:15][c:16]1[cH:17][c:18]2[cH:19][n:20][nH:21][c:22]2[cH:23][cH:24]1. Starting materials: OS(=O)(=O)O (H2SO4), ClC1=C(OCC(=O)O)C=CC(=C1)Cl (2,4-dichlorophenoxyacetic acid), C(C)O (ethanol). Yields the product ClC1=C(OCC(=O)OCC)C=CC(=C1)Cl (ethyl 2,4-dichlorophenoxyacetate). Yield: 53.0%. RXN SMILES: OS(O)(=O)=O.[Cl:6][C:7]1[CH:17]=[C:16]([Cl:18])[CH:15]=[CH:14][C:8]=1[O:9][CH2:10][C:11]([OH:13])=[O:12].[CH2:19](O)[CH3:20]>>[Cl:6][C:7]1[CH:17]=[C:16]([Cl:18])[CH:15]=[CH:14][C:8]=1[O:9][CH2:10][C:11]([O:13][CH2:19][CH3:20])=[O:12]. Procedure details: 1.3 g (14 mmol) of H2SO4 were added to 15.0 g (68 mmol) of 2,4-dichlorophenoxyacetic acid in 20 ml of ethanol, and the mixture was refluxed for 5 hours. The mixture was subsequently concentrated in vacuo, the residue was poured into 100 ml of ice-water, the organic phase was separated off, and the aqueous phase was extracted using ether. The combined organic phases were washed using 2N Na2CO3 solution and water, dried over magnesium sulfate and concentrated. 8.9 g (53% of theory) of ethyl 2,4-di... Reactants: CC1=CC=C(C=C1)S(=O)(=O)OC[C@@H]1OC2=C(C=CC=3CCCOC23)OC1 ((2R)-2,3,8,9-tetrahydro-7H-[1,4]dioxino[2,3-h]chromen-2-ylmethyl 4-methylbenzenesulfonate), C([O-])([O-])=O.[K+].[K+] (potassium carbonate), FC=1C=C2C(=CNC2=CC1)C=1CCNCC1 (5-fluoro-3-(1,2,3,6-tetrahydro-4-pyridinyl)-1H-indole). Solvent: O1CCCC1.CN(C=O)C (tetrahydrofuran dimethylformamide). Yields the product FC=1C=C2C(=CNC2=CC1)C=1CCN(CC1)CC1OC2=C(OC1)C=CC1=C2OCCC1 (5-Fluoro-3-[1,2,3,6-tetrahydro-1-[(2,3,8,9-tetrahydro-7H-pyrano[2,3-f][1,4]benzodioxin-2-yl)methyl]-4-pyridinyl]-1H-indole). RXN SMILES: CC1C=CC(S(O[CH2:12][C@H:13]2[CH2:26][O:25][C:16]3[CH:17]=[CH:18][C:19]4[CH2:20][CH2:21][CH2:22][O:23][C:24]=4[C:15]=3[O:14]2)(=O)=O)=CC=1.C(=O)([O-])[O-].[K+].[K+].[F:33][C:34]1[CH:35]=[C:36]2[C:40](=[CH:41][CH:42]=1)[NH:39][CH:38]=[C:37]2[C:43]1[CH2:44][CH2:45][NH:46][CH2:47][CH:48]=1>O1CCCC1.CN(C)C=O>[F:33][C:34]1[CH:35]=[C:36]2[C:40](=[CH:41][CH:42]=1)[NH:39][CH:38]=[C:37]2[C:43]1[CH2:44][CH2:45][N:46]([CH2:12][CH:13]2[CH2:26][O:25][C:16]3[CH:17]=[CH:18][C:19]4[CH2:20][CH2:21][CH2:22][O:23][C:24]=4[C:15]=3[O:14]2)[CH2:47][CH:48]=1 |f:1.2.3,5.6|. Procedure details: To a mixture of (2R)-2,3,8,9-tetrahydro-7H-[1,4]dioxino[2,3-h]chromen-2-ylmethyl 4-methylbenzenesulfonate (0.25 g, 0.66 mmole) and potassium carbonate (0.22 g, 1.55 mmole) in 1:1 tetrahydrofuran/dimethylformamide (20 mL) was added 0.45 g (2.08 mmole) of 5-fluoro-3-(1,2,3,6-tetrahydro-4-pyridinyl)-1H-indole. The reaction mixture was refluxed under nitrogen for six hours. After completion, the mixture was evaporated to dryness under reduced pressure and the residue was column chromatographed on si... Starting materials: N[C@@H](CO)C(=O)O (L-serine), C(C)(=O)SCC(C(=O)Cl)C (3-acetylthio-2-methyl-propanoyl chloride). The product is C(C)(=O)SCC(C(=O)N[C@@H](CO)C(=O)O)C ((±)-N-[3-(acetylthio)-2-methyl -1-oxopropyl]-L-serine). RXN SMILES: [NH2:1][C@H:2]([C:5]([OH:7])=[O:6])[CH2:3][OH:4].[C:8]([S:11][CH2:12][CH:13]([CH3:17])[C:14](Cl)=[O:15])(=[O:10])[CH3:9]>>[C:8]([S:11][CH2:12][CH:13]([CH3:17])[C:14]([NH:1][C@H:2]([C:5]([OH:7])=[O:6])[CH2:3][OH:4])=[O:15])(=[O:10])[CH3:9]. Reported procedure: Following the procedure of Example 16, L-serine is reacted with 3-acetylthio-2-methyl-propanoyl chloride to give (±)-N-[3-(acetylthio)-2-methyl -1-oxopropyl]-L-serine.